This data is from the Open Reaction Database (ORD), a public repository of structured organic reaction records. The task is: describe an organic reaction: reactants, conditions, products, and yield The reactants are CS(=O)(=O)Cl, CC(C)C(CN1CCC(Cc2ccc(Cl)c(Cl)c2)CC1)NC(=O)Nc1cccc(N)c1. Yields the product CC(C)C(CN1CCC(Cc2ccc(Cl)c(Cl)c2)CC1)NC(=O)Nc1cccc(NS(C)(=O)=O)c1. RXN SMILES: [CH3:32][S:33](=[O:34])(=[O:35])[Cl:36].[Cl:1][c:2]1[cH:3][c:4]([CH2:5][CH:6]2[CH2:7][CH2:8][N:9]([CH2:12][CH:13]([CH:14]([CH3:15])[CH3:16])[NH:17][C:18](=[O:19])[NH:20][c:21]3[cH:22][c:23]([NH2:27])[cH:24][cH:25][cH:26]3)[CH2:10][CH2:11]2)[cH:28][cH:29][c:30]1[Cl:31]>>[Cl:1][c:2]1[cH:3][c:4]([CH2:5][CH:6]2[CH2:7][CH2:8][N:9]([CH2:12][CH:13]([CH:14]([CH3:15])[CH3:16])[NH:17][C:18](=[O:19])[NH:20][c:21]3[cH:22][c:23]([NH:27][S:33]([CH3:32])(=[O:34])=[O:35])[cH:24][cH:25][cH:26]3)[CH2:10][CH2:11]2)[cH:28][cH:29][c:30]1[Cl:31]. Starting materials: Cl (HCl), C(C1=CC=CC=C1)OC1=C(C=C(C(=C1)OCC1=CC=CC=C1)Br)C(C)=O (1-(2,4-Bis-benzyloxy-5-bromo-phenyl)-ethanone), C(C(=O)OCC)(=O)OCC (diethyl oxalate), [Na] (sodium). Solvent: C(C)O (ethanol). Yields the product C(C)OC(C(CC(=O)C1=C(C=C(C(=C1)Br)OCC1=CC=CC=C1)OCC1=CC=CC=C1)=O)=O (4-(2,4-Bis-benzyloxy-5-bromo-phenyl)-2,4-dioxo-butyric acid ethyl ester). Reaction SMILES: [Na].[CH2:2]([O:9][C:10]1[CH:15]=[C:14]([O:16][CH2:17][C:18]2[CH:23]=[CH:22][CH:21]=[CH:20][CH:19]=2)[C:13]([Br:24])=[CH:12][C:11]=1[C:25](=[O:27])[CH3:26])[C:3]1[CH:8]=[CH:7][CH:6]=[CH:5][CH:4]=1.[C:28](OCC)(=[O:34])[C:29]([O:31][CH2:32][CH3:33])=[O:30].Cl>C(O)C>[CH2:32]([O:31][C:29](=[O:30])[C:28](=[O:34])[CH2:26][C:25]([C:11]1[CH:12]=[C:13]([Br:24])[C:14]([O:16][CH2:17][C:18]2[CH:23]=[CH:22][CH:21]=[CH:20][CH:19]=2)=[CH:15][C:10]=1[O:9][CH2:2][C:3]1[CH:8]=[CH:7][CH:6]=[CH:5][CH:4]=1)=[O:27])[CH3:33] |^1:0|. Procedure details: 9.75 g sodium (0.424 mol, 3 eq) were dissolved in 500 ml absolute ethanol (1.5 hours). 58 g of 1-(2,4-Bis-benzyloxy-5-bromo-phenyl)-ethanone (0.141 mol, 1 eq) and 30.98 g diethyl oxalate (0.212 mol, 1.5 eq) were added and the mixture was refluxed for 2 hours. After cooling down, the mixture was poured onto 220 ml of 2N aqueous HCl and the product was extracted into 700 ml dichloromethane. The solvent was removed under reduced pressure and the yellow residue was triturated with 150 ml diethyl eth...